This data is from the Open Reaction Database (ORD), a public repository of structured organic reaction records. The task is: describe an organic reaction: reactants, conditions, products, and yield The reactants are C(C)OC(C1=CC=C(C=C1)Br)=O (Ethyl-4-bromobenzoate), O.NN (hydrazine monohydrate). Solvent: CO (methanol). The product is product X, BrC1=CC=C(C(=O)NN)C=C1 (4-bromobenzoic hydrazide). As a reaction SMILES: C([O:3][C:4](=O)[C:5]1[CH:10]=[CH:9][C:8]([Br:11])=[CH:7][CH:6]=1)C.O.[NH2:14][NH2:15]>CO>[Br:11][C:8]1[CH:9]=[CH:10][C:5]([C:4]([NH:14][NH2:15])=[O:3])=[CH:6][CH:7]=1 |f:1.2|. Procedure details: Ethyl-4-bromobenzoate is treated with hydrazine monohydrate in methanol under reflux conditions to obtain product X, 4-bromobenzoic hydrazide. Reaction of compound X with bromobenzoic acid in pyridine at 120° C. gives product XI, bis-(4-bromophenyl) hydrazine. Compound XI is then treated with sulfonyl chloride to afford 2,5-bis-(4-bromophenyl)-1,3,4-oxadiazole (Compound XII), which is further reacted 2-isopropoxy-4,4,5,5-tetramethyl-1,3,2-dioxaborolane under conditions similar to step-3 in Examp... The reactants are ClC1=CC(=NC(=N1)C1=CC=C(C=C1)F)NC1=CC=C(C=C1)OC(F)(F)F ([6-chloro-2-(4-fluoro-phenyl)-pyrimidin-4-yl]-(4-trifluoromethoxy-phenyl)-amine), N1CCOCC1 (morpholine). The solvent is C(CCC)O (n-butanol). Reaction conditions: temperature 30 celsius. The product is FC1=CC=C(C=C1)C1=NC(=CC(=N1)NC1=CC=C(C=C1)OC(F)(F)F)N1CCOCC1 ([2-(4-fluoro-phenyl)-6-morpholin-4-yl-pyrimidin-4-yl]-(4-trifluoromethoxy-phenyl)-amine). The yield is 55.6%. RXN SMILES: Cl[C:2]1[N:7]=[C:6]([C:8]2[CH:13]=[CH:12][C:11]([F:14])=[CH:10][CH:9]=2)[N:5]=[C:4]([NH:15][C:16]2[CH:21]=[CH:20][C:19]([O:22][C:23]([F:26])([F:25])[F:24])=[CH:18][CH:17]=2)[CH:3]=1.[NH:27]1[CH2:32][CH2:31][O:30][CH2:29][CH2:28]1>C(O)CCC>[F:14][C:11]1[CH:12]=[CH:13][C:8]([C:6]2[N:5]=[C:4]([NH:15][C:16]3[CH:21]=[CH:20][C:19]([O:22][C:23]([F:26])([F:25])[F:24])=[CH:18][CH:17]=3)[CH:3]=[C:2]([N:27]3[CH2:32][CH2:31][O:30][CH2:29][CH2:28]3)[N:7]=2)=[CH:9][CH:10]=1. Reported procedure: A mixture of compound [6-chloro-2-(4-fluoro-phenyl)-pyrimidin-4-yl]-(4-trifluoromethoxy-phenyl)-amine (0.25 g, 0.65 mmol) and morpholine (0.113 g, 8.20 mmol) in n-butanol (10 mL) was refluxed for 12 hours under nitrogen. The mixture was then cooled to temperature in the range of 20-40° C. and evaporated under reduced pressure. The crude compound was passed through the silicagel by using 20% ethylacetate—petroleum ether to afford the compound [2-(4-fluoro-phenyl)-6-morpholin-4-yl-pyrimidin-4-yl]-... Reactants: CCCC[SnH](CCCC)CCCC, [Li]CCCC, C1CCOC1, CCCCCC, CC(C)NC(C)C, Cc1nc(Cl)cc(Cl)n1. Product: CCCC[Sn](CCCC)(CCCC)c1cc(Cl)nc(C)n1. RXN SMILES: [CH2:19]([CH2:20][CH2:21][CH3:22])[SnH:23]([CH2:24][CH2:25][CH2:26][CH3:27])[CH2:28][CH2:29][CH2:30][CH3:31].[CH2:1]([Li:2])[CH2:3][CH2:4][CH3:5].[CH2:41]1[O:42][CH2:43][CH2:44][CH2:45]1.[CH3:6][CH2:7][CH2:8][CH2:9][CH2:10][CH3:11].[CH:12]([NH:13][CH:14]([CH3:15])[CH3:16])([CH3:17])[CH3:18].[Cl:32][c:33]1[n:34][c:35]([CH3:40])[n:36][c:37]([Cl:39])[cH:38]1>>[CH2:19]([CH2:20][CH2:21][CH3:22])[Sn:23]([CH2:24][CH2:25][CH2:26][CH3:27])([CH2:28][CH2:29][CH2:30][CH3:31])[c:37]1[n:36][c:35]([CH3:40])[n:34][c:33]([Cl:32])[cH:38]1. Yields the product CN(C1C(CCCC1)CC1=CC=C(C=C1)N1C=NC=C1)C (N,N-Dimethyl-2-[4-(1H-imidazol-1-yl)phenylmethyl]-cyclohexanamine). RXN SMILES: [CH3:1][N:2]([CH3:22])[CH:3]1[CH2:8][CH2:7][CH2:6][CH2:5][CH:4]1[C:9]([C:11]1[CH:16]=[CH:15][C:14]([N:17]2[CH:21]=[CH:20][N:19]=[CH:18]2)=[CH:13][CH:12]=1)=O.[OH-].[K+].NN>C(O)COCCO>[CH3:22][N:2]([CH3:1])[CH:3]1[CH2:8][CH2:7][CH2:6][CH2:5][CH:4]1[CH2:9][C:11]1[CH:12]=[CH:13][C:14]([N:17]2[CH:21]=[CH:20][N:19]=[CH:18]2)=[CH:15][CH:16]=1 |f:1.2|. Procedure: In a manner similar to Example 28, react [2-(dimethylamino)cyclohexyl][4-(1H-imidazol-1-yl)phenyl]methanone with potassium hydroxide and hydrazine in diethylene glycol to obtain the title compound. Solvent: C(COCCO)O (diethylene glycol). Starting materials: CN(C1C(CCCC1)C(=O)C1=CC=C(C=C1)N1C=NC=C1)C ([2-(dimethylamino)cyclohexyl][4-(1H-imidazol-1-yl)phenyl]methanone), [OH-].[K+] (potassium hydroxide), NN (hydrazine). Starting materials: FC(C1=CC=C(CBr)C=C1)(F)F (4-trifluoromethylbenzyl bromide), [OH-].[K+] (potassium hydroxide), ice, NC=1C2=CC=CC=C2N=C2CCCC(C12)=O (9-amino-3,4-dihydroacridin-1(2H)-one). Reagents/catalysts: S(=O)(=O)(O)[O-].C(CCC)[N+](CCCC)(CCCC)CCCC (tetrabutylammonium hydrogen sulfate). Solvent: C1(=CC=CC=C1)C (toluene), C1(=CC=CC=C1)C (toluene). Product: FC(C1=CC=C(CNC=2C3=CC=CC=C3N=C3CCCC(C23)=O)C=C1)(F)F (3,4-Dihydro-9-(4-trifluoromethylbenzylamino)acridin-1(2H)-one). Isolated yield 27.7%. RXN SMILES: [OH-].[K+].[NH2:3][C:4]1[C:5]2[C:10]([N:11]=[C:12]3[C:17]=1[C:16](=[O:18])[CH2:15][CH2:14][CH2:13]3)=[CH:9][CH:8]=[CH:7][CH:6]=2.[F:19][C:20]([F:30])([F:29])[C:21]1[CH:28]=[CH:27][C:24]([CH2:25]Br)=[CH:23][CH:22]=1>C1(C)C=CC=CC=1.S([O-])(O)(=O)=O.C([N+](CCCC)(CCCC)CCCC)CCC>[F:19][C:20]([F:29])([F:30])[C:21]1[CH:28]=[CH:27][C:24]([CH2:25][NH:3][C:4]2[C:5]3[C:10]([N:11]=[C:12]4[C:17]=2[C:16](=[O:18])[CH2:15][CH2:14][CH2:13]4)=[CH:9][CH:8]=[CH:7][CH:6]=3)=[CH:23][CH:22]=1 |f:0.1,5.6|. Reported procedure: In 300 ml of toluene and 200 ml of 30% potassium hydroxide were combined 8.00 g of 9-amino-3,4-dihydroacridin-1(2H)-one and 3.20 g of tetrabutylammonium hydrogen sulfate catalyst. The mechanically stirred mixture was warmed to reflux and 30.0 g of 4-trifluoromethylbenzyl bromide in 50 ml of toluene was added dropwise over 1 hour. After stirring at reflux for 4 hours the reaction was complete by TLC. It was poured into 50 ml of ice and the aqueous layer was separated and extracted with DCM. The o... Reaction SMILES: [CH2:1]([c:2]1[cH:3][cH:4][cH:5][cH:6][cH:7]1)[O:8][c:9]1[n:10][cH:11][cH:12][c:13]([C:15]([C:16]([F:17])([F:18])[F:19])([CH:20]([CH3:21])[c:22]2[c:23]([Cl:29])[cH:24][c:25]([Cl:28])[cH:26][cH:27]2)[OH:30])[cH:14]1.[CH3:31][CH2:32][O:33][C:34](=[O:35])[CH3:36]>>[O:8]=[c:9]1[nH:10][cH:11][cH:12][c:13]([C:15]([C:16]([F:17])([F:18])[F:19])([CH:20]([CH3:21])[c:22]2[c:23]([Cl:29])[cH:24][c:25]([Cl:28])[cH:26][cH:27]2)[OH:30])[cH:14]1. The product is CC(c1ccc(Cl)cc1Cl)C(O)(c1cc[nH]c(=O)c1)C(F)(F)F. Reactants: CC(c1ccc(Cl)cc1Cl)C(O)(c1ccnc(OCc2ccccc2)c1)C(F)(F)F, CCOC(C)=O. Reactants: NC1=C(C=C(C=C1)Cl)S(=O)(=O)N (2-amino-5-chlorobenzenesulfonamide), C1(CC1)CN=C=S (cyclopropylmethyl isothiocyanate). Solvent: C(C)(=O)OCC (ethyl acetate). Yields the product ClC1=CC2=C(NC(=NS2(=O)=O)NCC2CC2)C=C1 (7-Chloro-3-cyclopropylmethylamino-4H-1,2,4-benzothiadiazine 1,1-dioxide). RXN SMILES: [NH2:1][C:2]1[CH:7]=[CH:6][C:5]([Cl:8])=[CH:4][C:3]=1[S:9]([NH2:12])(=[O:11])=[O:10].[CH:13]1([CH2:16][N:17]=[C:18]=S)[CH2:15][CH2:14]1>C(OCC)(=O)C>[Cl:8][C:5]1[CH:6]=[CH:7][C:2]2[NH:1][C:18]([NH:17][CH2:16][CH:13]3[CH2:15][CH2:14]3)=[N:12][S:9](=[O:11])(=[O:10])[C:3]=2[CH:4]=1. Procedure: The title compound was prepared from 2-amino-5-chlorobenzenesulfonamide and cyclopropylmethyl isothiocyanate by a method analogous to the one described in Example 4; m.p. 288-290° C. (ethyl acetate); 1H-NMR (DMSO-d6): δ 0.20-0.54 (m, 4H, CH2CH2), 1.05 (m, 1H, CH), 3.10 (distorted t, 1H, NHCH2), 7.22 (d, 1H, ArH), 7.31 (br., 1H, NH), 7.55-7.69 (m, 2H, ArH), 10.7 (br.s, 1H, NH); MS: m/e 285/287 (M+); (C11H12N3Cl1O2S1) calc. C, 46.24; H, 4.23; N, 14.71; found C, 46.48; H, 4.32; N, 14.72. Starting materials: Cc1cn(-c2ccc(Br)cc2C#N)cn1, Nc1ncn(Cc2cccc(Cl)c2)n1. The product is Cc1cn(-c2ccc(Nc3ncn(Cc4cccc(Cl)c4)n3)cc2C#N)cn1. Reaction SMILES: [Br:1][c:2]1[cH:3][cH:4][c:5](-[n:10]2[cH:11][n:12][c:13]([CH3:15])[cH:14]2)[c:6]([C:7]#[N:8])[cH:9]1.[Cl:16][c:17]1[cH:18][c:19]([CH2:20][n:21]2[n:22][c:23]([NH2:26])[n:24][cH:25]2)[cH:27][cH:28][cH:29]1>>[c:2]1([NH:26][c:23]2[n:22][n:21]([CH2:20][c:19]3[cH:18][c:17]([Cl:16])[cH:29][cH:28][cH:27]3)[cH:25][n:24]2)[cH:3][cH:4][c:5](-[n:10]2[cH:11][n:12][c:13]([CH3:15])[cH:14]2)[c:6]([C:7]#[N:8])[cH:9]1. The reactants are C(CC(=O)OCC)(=O)OCC (diethyl malonate), FC1=C(CBr)C=CC=C1C (2-fluoro-3-methyl-benzylbromide), O (water), [H-].[Na+] (sodium hydride). Run in C(OC)COC (dimethoxyethane), C(OC)COC (dimethoxyethane), C(OC)COC (dimethoxyethane). Reaction conditions: time 1 hour. Yields the product C(C)OC(C(C(=O)OCC)CC1=C(C(=CC=C1)C)F)=O (2-(2-fluoro-3-methyl-benzyl)-malonic acid diethyl ester). Isolated yield 70.1%. RXN SMILES: [H-].[Na+].[C:3]([O:11][CH2:12][CH3:13])(=[O:10])[CH2:4][C:5]([O:7][CH2:8][CH3:9])=[O:6].[F:14][C:15]1[C:22]([CH3:23])=[CH:21][CH:20]=[CH:19][C:16]=1[CH2:17]Br.O>C(COC)OC>[CH2:12]([O:11][C:3](=[O:10])[CH:4]([CH2:17][C:16]1[CH:19]=[CH:20][CH:21]=[C:22]([CH3:23])[C:15]=1[F:14])[C:5]([O:7][CH2:8][CH3:9])=[O:6])[CH3:13] |f:0.1|. Procedure details: To a suspension of sodium hydride (215 mg, 4.92 mmol) in dimethoxyethane (3 ml) was added dropwise a solution of diethyl malonate (868 mg, 5.42 mmol) in dimethoxyethane (2 ml) in an inert atmosphere at rt. Stirring was continued for 1 h followed by the addition of a solution of 2-fluoro-3-methyl-benzylbromide (1 g, 4.92 mmol) in dimethoxyethane (15 ml). The reaction mixture was refluxed for 90 minutes, cooled again to rt and water (5 ml) was carefully added. The diemthoxyethane was removed under... The reactants are CC1=NC=C(C2=CC=CC=C12)OC1=NC=C(C(=O)N)C=C1 (6-(1-methylisoquinolin-4-yloxy)nicotinamide), [Se](=O)=O (selenium dioxide), [Se](=O)=O (selenium dioxide). The solvent is O1CCOCC1 (dioxane). Conditions: temperature 80 celsius. Product: C(=O)C1=NC=C(C2=CC=CC=C12)OC1=NC=C(C(=O)N)C=C1 (6-(1-Formylisoquinolin-4-yloxy)nicotinamide). RXN SMILES: [CH3:1][C:2]1[C:11]2[C:6](=[CH:7][CH:8]=[CH:9][CH:10]=2)[C:5]([O:12][C:13]2[CH:21]=[CH:20][C:16]([C:17]([NH2:19])=[O:18])=[CH:15][N:14]=2)=[CH:4][N:3]=1.[Se](=O)=[O:23]>O1CCOCC1>[CH:1]([C:2]1[C:11]2[C:6](=[CH:7][CH:8]=[CH:9][CH:10]=2)[C:5]([O:12][C:13]2[CH:21]=[CH:20][C:16]([C:17]([NH2:19])=[O:18])=[CH:15][N:14]=2)=[CH:4][N:3]=1)=[O:23]. Reported procedure: To 6-(1-methylisoquinolin-4-yloxy)nicotinamide (Preparation 19) (135 mg, 0.48 mmol) in dioxane (6 mL) under argon was added selenium dioxide (54 mg, 0.48 mmol). The mixture was heated to 80° C. for 3 h after which time selenium dioxide (54 mg, 0.48 mmol) was added. After a further 0.5 h at 80° C. the mixture was cooled, filtered through Celite and washed with EtOAc (50 mL). The organic phase was washed with NaHCO3 (30 mL), water (30 mL), brine (30 mL) and dried (MgSO4). Solvent was removed in va...